From a dataset of the Open Reaction Database (ORD), a public repository of structured organic reaction records. describe an organic reaction: reactants, conditions, products, and yield The reactants are ClC=1C2=C(N=CN1)N(C=C2Br)COCCO (4Chloro-5-bromo-7-(2-hydroxyethoxymethyl)pyrrolo[2,3-d]-pyrimidine), N (ammonia). Solvent: CO (methanol), CO (methanol). Reaction conditions: temperature 125 celsius. Product: NC=1C2=C(N=CN1)N(C=C2Br)COCCO (4Amino-5-bromo-7-(2-hydroxyethoxymethyl)pyrrolo[2,3-d]-pyrimidine). RXN SMILES: Cl[C:2]1[C:3]2[C:10]([Br:11])=[CH:9][N:8]([CH2:12][O:13][CH2:14][CH2:15][OH:16])[C:4]=2[N:5]=[CH:6][N:7]=1.[NH3:17]>CO>[NH2:17][C:2]1[C:3]2[C:10]([Br:11])=[CH:9][N:8]([CH2:12][O:13][CH2:14][CH2:15][OH:16])[C:4]=2[N:5]=[CH:6][N:7]=1. Reported procedure: 5-Bromo4chloro-7(2-hydroxyethoxymethyl)pyrrolo[2,3-d]pyrimidine (8b, 0.75) was dissolved in dry methanol (10 mL) and methanol saturated with ammonia (40 mL) was then added to this solution. The reaction mixture was heated at 125° C. in a sealed reaction vessel for 10 hours The solvent was removed at 40° C. under reduced pressure and the resulting solid was then subjected to column chromatography. Elution of the silica get column (20×3 cm) with 5% MeOH in CHCl3 yielded a solid after evaporation o... Starting materials: [OH-].[K+] (Potassium hydroxide), COC(C1=C(C=C(C=C1)NC(=O)C1=CC=C2CCCN(C2=C1)S(=O)(=O)C1=CC(=CC=C1)F)Cl)=O (2-chloro-4-{[1-(3-fluoro-benzenesulfonyl)-1,2,3,4-tetrahydro-quinoline-7-carbonyl]-amino}-benzoic acid methyl ester). The solvent is CO (MeOH), O1CCCC1 (tetrahydrofuran). Reaction conditions: time 16 hour. The product is ClC1=C(C(=O)O)C=CC(=C1)NC(=O)C1=CC=C2CCCN(C2=C1)S(=O)(=O)C1=CC(=CC=C1)F (2-chloro-4-{[1-(3-fluoro-benzenesulfonyl)-1,2,3,4-tetrahydro-quinoline-7-carbonyl]-amino}-benzoic acid). As a reaction SMILES: [OH-].[K+].C[O:4][C:5](=[O:36])[C:6]1[CH:11]=[CH:10][C:9]([NH:12][C:13]([C:15]2[CH:24]=[C:23]3[C:18]([CH2:19][CH2:20][CH2:21][N:22]3[S:25]([C:28]3[CH:33]=[CH:32][CH:31]=[C:30]([F:34])[CH:29]=3)(=[O:27])=[O:26])=[CH:17][CH:16]=2)=[O:14])=[CH:8][C:7]=1[Cl:35]>CO.O1CCCC1>[Cl:35][C:7]1[CH:8]=[C:9]([NH:12][C:13]([C:15]2[CH:24]=[C:23]3[C:18]([CH2:19][CH2:20][CH2:21][N:22]3[S:25]([C:28]3[CH:33]=[CH:32][CH:31]=[C:30]([F:34])[CH:29]=3)(=[O:27])=[O:26])=[CH:17][CH:16]=2)=[O:14])[CH:10]=[CH:11][C:6]=1[C:5]([OH:36])=[O:4] |f:0.1|. Procedure details: 3 M Potassium hydroxide solution (2 ml) was added to a solution of crude 2-chloro-4-{[1-(3-fluoro-benzenesulfonyl)-1,2,3,4-tetrahydro-quinoline-7-carbonyl]-amino}-benzoic acid methyl ester (0.097 g, 0.13 mmol) in MeOH (2 ml) and tetrahydrofuran (1 ml) and the mixture stirred for 16 hours. The organic solvent was evaporated and the solution neutralized with 3 M HCl solution (3 ml) forming a white precipitate. The precipitate was filtered and washed with heptane. The solid was then dried under vac... The reactants are FC=1C=NC2=CC=CC(=C2N1)C1=CC=2C(NCCC2N1)=O (2-(3-fluoroquinoxalin-5-yl)-6,7-dihydro-1H-pyrrolo[3,2-c]pyridin-4(5H)-one), C(C)NC(C)(C)C (N-ethyl-2-methylpropan-2-amine). Reaction conditions: temperature 120 celsius. Product: C(C)(C)(C)N(C=1C=NC2=CC=CC(=C2N1)C1=CC=2C(NCCC2N1)=O)CC (2-(3-(tert-butyl(ethyl)amino)quinoxalin-5-yl)-6,7-dihydro-1H-pyrrolo[3,2-c]pyridin-4(5H)-one). Isolated yield 16.0%. Reaction SMILES: F[C:2]1[CH:3]=[N:4][C:5]2[C:10]([N:11]=1)=[C:9]([C:12]1[NH:20][C:19]3[CH2:18][CH2:17][NH:16][C:15](=[O:21])[C:14]=3[CH:13]=1)[CH:8]=[CH:7][CH:6]=2.[CH2:22]([NH:24][C:25]([CH3:28])([CH3:27])[CH3:26])[CH3:23]>>[C:25]([N:24]([CH2:22][CH3:23])[C:2]1[CH:3]=[N:4][C:5]2[C:10]([N:11]=1)=[C:9]([C:12]1[NH:20][C:19]3[CH2:18][CH2:17][NH:16][C:15](=[O:21])[C:14]=3[CH:13]=1)[CH:8]=[CH:7][CH:6]=2)([CH3:28])([CH3:27])[CH3:26]. Procedure: Prepared similarly to that described in Example 210 using 2-(3-fluoroquinoxalin-5-yl)-6,7-dihydro-1H-pyrrolo[3,2-c]pyridin-4(5H)-one (Example 210i; 79 mg, 0.280 mmol) and N-ethyl-2-methylpropan-2-amine (142 mg, 1.399 mmol, TCI International, Portland, Oreg.), heating at 120° C. for 16 h. Purification by rpHPLC (Phenomenex Gemini C18, 10 μm, 150×30 mm; 10100% ACN/water with 0.1% TFA) provided 2-(3-(tert-butyl(ethyl)amino)quinoxalin-5-yl)-6,7-dihydro-1H-pyrrolo[3,2-c]pyridin-4(5H)-one (16% yield)....